From a dataset of the Open Reaction Database (ORD), a public repository of structured organic reaction records. describe an organic reaction: reactants, conditions, products, and yield Starting materials: CC(C)(C)c1ccc(N=C=O)cc1, ClCCl, C=Cc1cc(CN)cc(F)c1NS(C)(=O)=O. The product is C=Cc1cc(CNC(=O)Nc2ccc(C(C)(C)C)cc2)cc(F)c1NS(C)(=O)=O. Reaction SMILES: [C:17]([CH3:18])([CH3:19])([CH3:20])[c:21]1[cH:22][cH:23][c:24]([N:27]=[C:28]=[O:29])[cH:25][cH:26]1.[CH2:30]([Cl:31])[Cl:32].[NH2:1][CH2:2][c:3]1[cH:4][c:5]([F:16])[c:6]([NH:11][S:12](=[O:13])(=[O:14])[CH3:15])[c:7]([CH:9]=[CH2:10])[cH:8]1>>[NH:1]([CH2:2][c:3]1[cH:4][c:5]([F:16])[c:6]([NH:11][S:12](=[O:13])(=[O:14])[CH3:15])[c:7]([CH:9]=[CH2:10])[cH:8]1)[C:28]([NH:27][c:24]1[cH:23][cH:22][c:21]([C:17]([CH3:18])([CH3:19])[CH3:20])[cH:26][cH:25]1)=[O:29]. The reactants are Cl, C1COCCO1, C1CCOC1, CC[Si](CC)(CC)OC(CNCCOc1ccc2c(c1)[nH]c1ccccc12)c1ccc(F)c(NS(C)(=O)=O)c1. The product is Cl, CS(=O)(=O)Nc1cc(C(O)CNCCOc2ccc3c(c2)[nH]c2ccccc23)ccc1F. RXN SMILES: [ClH:46].[O:40]1[CH2:41][CH2:42][O:43][CH2:44][CH2:45]1.[O:47]1[CH2:48][CH2:49][CH2:50][CH2:51]1.[cH:1]1[c:2]([O:14][CH2:15][CH2:16][NH:17][CH2:18][CH:19]([O:20][Si:21]([CH2:22][CH3:23])([CH2:24][CH3:25])[CH2:26][CH3:27])[c:28]2[cH:29][cH:30][c:31]([F:39])[c:32]([NH:34][S:35](=[O:36])(=[O:37])[CH3:38])[cH:33]2)[cH:3][cH:4][c:5]2[c:6]3[cH:7][cH:8][cH:9][cH:10][c:11]3[nH:12][c:13]12>>[ClH:46].[cH:1]1[c:2]([O:14][CH2:15][CH2:16][NH:17][CH2:18][CH:19]([OH:20])[c:28]2[cH:29][cH:30][c:31]([F:39])[c:32]([NH:34][S:35](=[O:36])(=[O:37])[CH3:38])[cH:33]2)[cH:3][cH:4][c:5]2[c:6]3[cH:7][cH:8][cH:9][cH:10][c:11]3[nH:12][c:13]12. Reactants: C(C)(C)C1=NN2C(C=CC=C2)=C1 (2-isopropylpyrazolo[1,5-a]pyridine), C1(CCCC1)C(=O)Cl (cyclopentylcarbonyl chloride), [OH-].[K+] (potassium hydroxide). Run at temperature 160 celsius. Product: C(C)(C)C1=NN2C(C=CC=C2)=C1C(=O)C1CCCC1 (2-Isopropyl-3-cyclopentylcarbonylpyrazolo[1,5-a]pyridine). RXN SMILES: [CH:1]([C:4]1[CH:12]=[C:7]2[CH:8]=[CH:9][CH:10]=[CH:11][N:6]2[N:5]=1)([CH3:3])[CH3:2].[CH:13]1([C:18](Cl)=[O:19])[CH2:17][CH2:16][CH2:15][CH2:14]1.[OH-].[K+]>>[CH:1]([C:4]1[C:12]([C:18]([CH:13]2[CH2:17][CH2:16][CH2:15][CH2:14]2)=[O:19])=[C:7]2[CH:8]=[CH:9][CH:10]=[CH:11][N:6]2[N:5]=1)([CH3:3])[CH3:2] |f:2.3|. Reported procedure: A mixture of 5 g of 2-isopropylpyrazolo[1,5-a]pyridine and 5 ml of cyclopentylcarbonyl chloride was heated at 160° C. for 4.5 hours and, after cooling, poured into aqueous potassium hydroxide solution. The mixture was extracted with dichloromethane and the organic layer was dried over anhydrous sodium sulfate, concentrated to dryness. The residue was applied to a column of silica gel, eluting with ethyl acetate-hexane(1:9), to give 2.1 g of the title compound as colorless crystals, mp 106°-110° ... Starting materials: C(C)(C)(C)O[C@H](C(=O)OCC)C1=C(C2=C(N=C(S2)C=2C=C3CN(C(C3=CC2)=O)C)C=C1C)C1=CC=C(C=C1)Cl ((S)-ethyl 2-tert-butoxy-2-(7-(4-chlorophenyl)-5-methyl-2-(2-methyl-1-oxoisoindolin-5-yl)benzo[d]thiazol-6-yl)acetate), [OH-].[Na+] (NaOH). The solvent is C1CCOC1.CO (THF MeOH). The product is C(C)(C)(C)O[C@H](C(=O)O)C1=C(C2=C(N=C(S2)C=2C=C3CN(C(C3=CC2)=O)C)C=C1C)C1=CC=C(C=C1)Cl ((S)-2-tert-butoxy-2-(7-(4-chlorophenyl)-5-methyl-2-(2-methyl-1-oxoisoindolin-5-yl)benzo[d]thiazol-6-yl)acetic acid). Reaction SMILES: [C:1]([O:5][C@@H:6]([C:12]1[C:31]([CH3:32])=[CH:30][C:15]2[N:16]=[C:17]([C:19]3[CH:20]=[C:21]4[C:25](=[CH:26][CH:27]=3)[C:24](=[O:28])[N:23]([CH3:29])[CH2:22]4)[S:18][C:14]=2[C:13]=1[C:33]1[CH:38]=[CH:37][C:36]([Cl:39])=[CH:35][CH:34]=1)[C:7]([O:9]CC)=[O:8])([CH3:4])([CH3:3])[CH3:2].[OH-].[Na+]>C1COCC1.CO>[C:1]([O:5][C@@H:6]([C:12]1[C:31]([CH3:32])=[CH:30][C:15]2[N:16]=[C:17]([C:19]3[CH:20]=[C:21]4[C:25](=[CH:26][CH:27]=3)[C:24](=[O:28])[N:23]([CH3:29])[CH2:22]4)[S:18][C:14]=2[C:13]=1[C:33]1[CH:38]=[CH:37][C:36]([Cl:39])=[CH:35][CH:34]=1)[C:7]([OH:9])=[O:8])([CH3:4])([CH3:2])[CH3:3] |f:1.2,3.4|. Procedure: (S)-ethyl 2-tert-butoxy-2-(7-(4-chlorophenyl)-5-methyl-2-(2-methyl-1-oxoisoindolin-5-yl)benzo[d]thiazol-6-yl)acetate (36 mg, 0.064 mmol) dissolved in THF/MeOH (1.25 mL/1.25 mL) and 2N NaOH (0.160 mL) was heated at 50° C. for 2 h and the crude was purified by reverse phase HPLC, eluting by 0-100% acetonitrile in H2O with 0.1% TFA to give the title compound. LCMS-ESI+: calc'd for C29H27ClN2O4S: 535.1 (M+H+); found: 535.2 (M+H+). 1H NMR (400 MHz, DMSO-d6): δ 8.22 (s, 1H), 8.08 (d, J=8.0 Hz, 1H), 7.... Reactants: C1(CCCCC1)C(=O)Cl (cyclohexanecarboxylic acid chloride), SO2Cl2, C(C1=CC=CC=C1)(=O)OOC(C1=CC=CC=C1)=O (benzoyl peroxide), C(Cl)(Cl)(Cl)Cl (carbon tetrachloride). Product: ClC1(CCCCC1)C(=O)Cl (1-Chloro-1-cyclohexanecarboxylic acid chloride). RXN SMILES: [CH:1]1([C:7]([Cl:9])=[O:8])[CH2:6][CH2:5][CH2:4][CH2:3][CH2:2]1.C(OOC(=O)C1C=CC=CC=1)(=O)C1C=CC=CC=1.C(Cl)(Cl)(Cl)[Cl:29]>>[Cl:29][C:1]1([C:7]([Cl:9])=[O:8])[CH2:6][CH2:5][CH2:4][CH2:3][CH2:2]1. Procedure details: 80 g (0.547 mol) of cyclohexanecarboxylic acid chloride, 30 ml of carbon tetrachloride, 63 ml (0.778 mol) of SO2Cl2 and 1.5 g of benzoyl peroxide are heated for 10 hours. The chlorinated acid chloride is then distilled from the reaction mixture. Reactants: Cl.C(C)N (Ethylamine hydrochloride), F[B-](F)(F)F.N1(N=NC2=C1C=CC=C2)OC(=[N+](C)C)N(C)C (2-(1H-benzotriazol-1-yl)-1,1,3,3-tetramethyluronium tetrafluoroborate), C(C)(C)N(C(C)C)CC (N,N-diisopropylethylamine), NC=1C=2N(C=CN1)C(=NC2C=2NC1=CC=CC=C1C2)[C@@H]2CC[C@H](CC2)C(=O)O (trans-4-(8-Amino-1-(1H-indol-2-yl)imidazo[1,5-a]pyrazin-3-yl)cyclohexanecarboxylic acid), C([O-])(O)=O.[Na+] (sodium bicarbonate). The solvent is CN(C)C=O (DMF). Product: NC=1C=2N(C=CN1)C(=NC2C=2NC1=CC=CC=C1C2)[C@@H]2CC[C@H](CC2)C(=O)NCC (trans-4-(8-Amino-1-(1H-indol-2-yl)imidazo[1,5-a]pyrazin-3-yl)-N-ethylcyclohexanecarboxamide). The yield is 46.1%. Reaction SMILES: Cl.[CH2:2]([NH2:4])[CH3:3].F[B-](F)(F)F.N1(OC(N(C)C)=[N+](C)C)C2C=CC=CC=2N=N1.C(N(CC)C(C)C)(C)C.[NH2:36][C:37]1[C:38]2[N:39]([C:43]([C@H:55]3[CH2:60][CH2:59][C@H:58]([C:61](O)=[O:62])[CH2:57][CH2:56]3)=[N:44][C:45]=2[C:46]2[NH:47][C:48]3[C:53]([CH:54]=2)=[CH:52][CH:51]=[CH:50][CH:49]=3)[CH:40]=[CH:41][N:42]=1.C(=O)(O)[O-].[Na+]>CN(C=O)C>[NH2:36][C:37]1[C:38]2[N:39]([C:43]([C@H:55]3[CH2:60][CH2:59][C@H:58]([C:61]([NH:4][CH2:2][CH3:3])=[O:62])[CH2:57][CH2:56]3)=[N:44][C:45]=2[C:46]2[NH:47][C:48]3[C:53]([CH:54]=2)=[CH:52][CH:51]=[CH:50][CH:49]=3)[CH:40]=[CH:41][N:42]=1 |f:0.1,2.3,6.7|. Reported procedure: Ethylamine hydrochloride (30 mg, 0.37 mmol), 2-(1H-benzotriazol-1-yl)-1,1,3,3-tetramethyluronium tetrafluoroborate (35 mg, 0.11 mmol), and N,N-diisopropylethylamine (80 μL, 0.53 mmol) were added to a solution of trans-4-(8-Amino-1-(1H-indol-2-yl)imidazo[1,5-a]pyrazin-3-yl)cyclohexanecarboxylic acid (25 mg, 0.07 mmol) in anhydrous DMF (2 mL). Upon completion of reaction (as monitored by LCMS), the mixture was added to a saturated aqueous sodium bicarbonate solution (10 ml). The resulting precipit... Reaction SMILES: [Br:1][C:2]1[CH:11]=[C:10]2[C:5]([CH:6]=[CH:7][N:8]=[CH:9]2)=[CH:4][CH:3]=1.BrC1C=CC=C2C=1C=CN=C2.[ClH:23].BrC1C=C2C(=CC=1)C=[N+]([O-:35])C=C2.Cl.BrC1C=CC=C2C=1C=C[N+]([O-])=C2>>[ClH:23].[Br:1][C:2]1[CH:11]=[C:10]2[C:5]([CH:6]=[CH:7][N+:8]([O-:35])=[CH:9]2)=[CH:4][CH:3]=1 |f:2.3,4.5,6.7|. Product: Cl.BrC1=CC=C2C=C[N+](=CC2=C1)[O-] (7-Bromoisoquinoline N-oxide hydrochloride). Reported procedure: Compound 37a was prepared from 7-bromoisoquinoline (Tyson, F. L., J. Am. Chem. Soc. 61, 183 (1939), this procedure gave a mixture of 7-bromoisoquinoline and 5-bromoisoquinoline) using the procedure described for 1a. The title compound was contaminated with the 5-bromoisoquinoline N-oxide hydrochloride. M.p. 107.0-112.5° C. The reactants are BrC1=CC=C2C=CN=CC2=C1 (7-bromoisoquinoline), Cl.BrC=1C=C2C=C[N+](=CC2=CC1)[O-] (6-Bromoisoquinoline N-oxide hydrochloride), BrC1=CC=C2C=CN=CC2=C1 (7-bromoisoquinoline), BrC1=C2C=CN=CC2=CC=C1 (5-bromoisoquinoline), Cl.BrC1=C2C=C[N+](=CC2=CC=C1)[O-] (5-bromoisoquinoline N-oxide hydrochloride).